Dataset: the Open Reaction Database (ORD), a public repository of structured organic reaction records. Task: describe an organic reaction: reactants, conditions, products, and yield Starting materials: C[Sn+](C)C, COC(=O)CCSCOc1c(C)cccc1C, ClCCCl, [OH-]. Yields the product Cc1cccc(C)c1OCSCCC(=O)O. Reaction SMILES: [CH3:19][Sn+:20]([CH3:21])[CH3:22].[CH3:1][c:2]1[c:3]([O:4][CH2:5][S:6][CH2:7][CH2:8][C:9](=[O:10])[O:11][CH3:12])[c:13]([CH3:17])[cH:14][cH:15][cH:16]1.[Cl:23][CH2:24][CH2:25][Cl:26].[OH-:18]>>[CH3:1][c:2]1[c:3]([O:4][CH2:5][S:6][CH2:7][CH2:8][C:9](=[O:10])[OH:11])[c:13]([CH3:17])[cH:14][cH:15][cH:16]1. Reactants: CC(C)(C)OC(=O)NCC(CC(=O)O)S(=O)(=O)O, Cl, O=C1C=CC(=O)O1. Yields the product O=C(O)C=CC(=O)NCC(CC(=O)O)S(=O)(=O)O. As a reaction SMILES: [C:1]([O:2][C:6](=[O:7])[NH:8][CH2:9][CH:10]([CH2:11][C:12](=[O:13])[OH:14])[S:15](=[O:16])(=[O:17])[OH:18])([CH3:3])([CH3:4])[CH3:5].[ClH:19].[O:20]=[C:21]1[O:22][C:23](=[O:24])[CH:25]=[CH:26]1>>[C:6](=[O:7])([NH:8][CH2:9][CH:10]([CH2:11][C:12](=[O:13])[OH:14])[S:15](=[O:16])(=[O:17])[OH:18])[CH:25]=[CH:26][C:21](=[O:20])[OH:22]. Reactants: Brc1ccccc1NC1CCNCC1, CCN=C=NCCCN(C)C, CCN(C(C)C)C(C)C, Cl, Cl, Cl, CN(C)C=O, O, On1nnc2ccccc21, O=C(O)CNC(=O)c1cc(-c2ccccc2)on1. Product: O=C(NCC(=O)N1CCC(Nc2ccccc2Br)CC1)c1cc(-c2ccccc2)on1. As a reaction SMILES: [Br:52][c:53]1[c:54]([NH:59][CH:60]2[CH2:61][CH2:62][NH:63][CH2:64][CH2:65]2)[cH:55][cH:56][cH:57][cH:58]1.[CH3:38][CH2:39][N:40]=[C:41]=[N:42][CH2:43][CH2:44][CH2:45][N:46]([CH3:47])[CH3:48].[CH:19]([N:20]([CH2:21][CH3:22])[CH:23]([CH3:24])[CH3:25])([CH3:26])[CH3:27].[ClH:49].[ClH:50].[ClH:51].[O:66]=[CH:67][N:68]([CH3:69])[CH3:70].[OH2:71].[OH:28][n:29]1[c:30]2[c:31]([cH:32][cH:33][cH:34][cH:35]2)[n:36][n:37]1.[c:1]1(-[c:7]2[cH:8][c:9]([C:12](=[O:13])[NH:14][CH2:15][C:16](=[O:17])[OH:18])[n:10][o:11]2)[cH:2][cH:3][cH:4][cH:5][cH:6]1>>[c:1]1(-[c:7]2[cH:8][c:9]([C:12](=[O:13])[NH:14][CH2:15][C:16](=[O:18])[N:63]3[CH2:62][CH2:61][CH:60]([NH:59][c:54]4[c:53]([Br:52])[cH:58][cH:57][cH:56][cH:55]4)[CH2:65][CH2:64]3)[n:10][o:11]2)[cH:2][cH:3][cH:4][cH:5][cH:6]1.